describe an organic reaction: reactants, conditions, products, and yield From a dataset of the Open Reaction Database (ORD), a public repository of structured organic reaction records. Reactants: S1C(=CC=C1)C(=O)N1[C@H](C(=O)O)CCC1 (N-(2-Thienylcarbonyl)proline), BrC(C(=O)OCC)=CC1=CC=NC=C1 (ethyl 2-bromo-3-(4-pyridyl)propenoate), C(=O)([O-])[O-].[Na+].[Na+] (Na2CO3), Al2O3 ethyl acetate THF. The solvent is C(C)(=O)OCC (ethyl acetate), C(C)(=O)OC(C)=O (acetic anhydride), C(C)(=O)OCC (ethyl acetate), O (water). Yields the product S1C(=CC=C1)C1=C(C(=C2CCCN12)C(=O)OCC)C1=CC=NC=C1 (Ethyl 3-(2-thienyl)-2-(4-pyridyl)-6,7-dihydro-5H-pyrrolizine-1-carboxylate). As a reaction SMILES: [S:1]1[CH:5]=[CH:4][CH:3]=[C:2]1[C:6]([N:8]1[CH2:15][CH2:14][CH2:13][C@H:9]1C(O)=O)=O.Br[C:17](=[CH:23][C:24]1[CH:29]=[CH:28][N:27]=[CH:26][CH:25]=1)[C:18]([O:20][CH2:21][CH3:22])=[O:19].C([O-])([O-])=O.[Na+].[Na+]>C(OC(=O)C)(=O)C.O.C(OCC)(=O)C>[S:1]1[CH:5]=[CH:4][CH:3]=[C:2]1[C:6]1[N:8]2[C:9]([CH2:13][CH2:14][CH2:15]2)=[C:17]([C:18]([O:20][CH2:21][CH3:22])=[O:19])[C:23]=1[C:24]1[CH:29]=[CH:28][N:27]=[CH:26][CH:25]=1 |f:2.3.4|. Reported procedure: N-(2-Thienylcarbonyl)proline (4.69 g, 21 mmol) is dissolved in acetic anhydride (15 ml) at 60° C. (15 min), ethyl 2-bromo-3-(4-pyridyl)propenoate (6.40 g, 25 mmol) is added to the clear solution and the mixture is heated at 90° C. for 16 h, whereupon a tlc sample (Al2O3-ethyl acetate/THF 9:1) no longer indicates starting material. The cooled reaction mixture is treated with ethyl acetate (120 ml) and intensively stirred with saturated Na2CO3 solution (80 ml) for 15 min and diluted with water (50... Reactants: BrBr (bromine), COC=1C=C(C=CC1)C1(CCC(CC1)=O)C(N)=O (4-(3-methoxyphenyl)-4-carbamoyl-cyclohexanone), ice water. The solvent is C(C)(=O)O (acetic acid), C(C)(=O)O (acetic acid). Run at temperature 20 celsius. The product is BrC1C(CCC(C1)(C(N)=O)C1=CC(=CC=C1)OC)=O (2-bromo-4-(3-methoxyphenyl)-4-carbamoyl-cyclohexanone). The yield is 104.8%. RXN SMILES: [CH3:1][O:2][C:3]1[CH:4]=[C:5]([C:9]2([C:16](=[O:18])[NH2:17])[CH2:14][CH2:13][C:12](=[O:15])[CH2:11][CH2:10]2)[CH:6]=[CH:7][CH:8]=1.[Br:19]Br>C(O)(=O)C>[Br:19][CH:11]1[CH2:10][C:9]([C:5]2[CH:6]=[CH:7][CH:8]=[C:3]([O:2][CH3:1])[CH:4]=2)([C:16](=[O:18])[NH2:17])[CH2:14][CH2:13][C:12]1=[O:15]. Procedure details: 50.5 g of 4-(3-methoxyphenyl)-4-carbamoyl-cyclohexanone are dissolved in 500 ml of acetic acid, and a solution of 32.7 g of bromine in 500 ml of acetic acid is added dropwise thereto at 20°C. under stirring. Then, the mixture is poured into ice-water and extracted with chloroform. The chloroform extract is washed with water, dried and then evaporated to remove solvent. 69.8 g of 2-bromo-4-(3-methoxyphenyl)-4-carbamoyl-cyclohexanone are obtained as crude oil. Reactants: C(C1=CC=CC=C1)(C1=CC=CC=C1)(C1=CC=CC=C1)SCCN1C=NC2=C1C=CC=C2 (1-(2-tritylthioethyl)benzimidazole), [N+](=O)([O-])[O-].[Ag+] (silver nitrate), N1=CC=CC=C1 (pyridine). Solvent: CO (methanol), C(Cl)(Cl)Cl (chloroform). Run at time 3 hour. Yields the product [Ag] (silver), SCCN1C=NC2=C1C=CC=C2 (1-(2-mercaptoethyl)benzimidazole). The yield is 159.9%. RXN SMILES: C([S:20][CH2:21][CH2:22][N:23]1[C:27]2[CH:28]=[CH:29][CH:30]=[CH:31][C:26]=2[N:25]=[CH:24]1)(C1C=CC=CC=1)(C1C=CC=CC=1)C1C=CC=CC=1.N1C=CC=CC=1.[N+]([O-])([O-])=O.[Ag+:42]>CO.C(Cl)(Cl)Cl>[Ag:42].[SH:20][CH2:21][CH2:22][N:23]1[C:27]2[CH:28]=[CH:29][CH:30]=[CH:31][C:26]=2[N:25]=[CH:24]1 |f:2.3|. Procedure details: To a solution of 1-(2-tritylthioethyl)benzimidazole (7.0 g, 16.6 mmol) in a mixture of methanol (50 ml) and chloroform (80 ml), were added pyridine (1.32 ml, 16.3 mmol) and then silver nitrate (2.9 g, 17.1 mmol). The mixture was stirred for 3 hours at room temperature. Precipitates then separated out were collected and washed with methanol and then with ethyl ether to give silver salt of 1-(2-mercaptoethyl)benzimidazole (4.73 g, 99%). The silver salt (4.73 g, 16.6 mmol) was suspended in dichloro... Reactants: C1CCOC1, CC(C)NC(C)C, O=Cc1ccccc1Cl, Fc1cc(F)nc(F)c1, [Li]. The product is OC(c1ccccc1Cl)c1c(F)cc(F)nc1F. RXN SMILES: [CH2:27]1[O:28][CH2:29][CH2:30][CH2:31]1.[CH:10]([NH:11][CH:12]([CH3:13])[CH3:14])([CH3:15])[CH3:16].[Cl:18][c:19]1[c:20]([CH:21]=[O:22])[cH:23][cH:24][cH:25][cH:26]1.[F:1][c:2]1[n:3][c:4]([F:9])[cH:5][c:6]([F:8])[cH:7]1.[Li:17]>>[F:1][c:2]1[n:3][c:4]([F:9])[cH:5][c:6]([F:8])[c:7]1[CH:21]([c:20]1[c:19]([Cl:18])[cH:26][cH:25][cH:24][cH:23]1)[OH:22]. As a reaction SMILES: [NH:1]1[CH:5]=[CH:4][N:3]=[CH:2]1.[Na].Br[CH2:8][CH2:9][CH2:10][CH2:11][N:12]1[C:16](=[O:17])[C:15]2=[CH:18][CH:19]=[CH:20][CH:21]=[C:14]2[C:13]1=[O:22]>CN(C)C=O>[N:1]1([CH2:8][CH2:9][CH2:10][CH2:11][N:12]2[C:16](=[O:17])[C:15]3[C:14](=[CH:21][CH:20]=[CH:19][CH:18]=3)[C:13]2=[O:22])[CH:5]=[CH:4][N:3]=[CH:2]1 |f:0.1,^1:5|. Reactants: N1C=NC=C1.[Na] (sodium imidazole), BrCCCCN1C(C=2C(C1=O)=CC=CC2)=O (N-(4-bromobutyl)-phthalimide). Product: N1(C=NC=C1)CCCCN1C(C2=CC=CC=C2C1=O)=O (N-[4-(1H-imidazol-1-yl)butyl]-isoindole-1,3(2H)-dione). Run in CN(C=O)C (dimethylformamide). Reported procedure: A mixture of 6.3 g. of sodium imidazole, 100 ml. of dimethylformamide and 19.7 g. of N-(4-bromobutyl)-phthalimide was heated on a steam bath for 6 hours and then concentrated to remove volatile material. The residue was boiled with 150 ml. of toluene and the toluene layer was decanted and concentrated. The residue was triturated with diethyl ether and cooled, giving N-[4-(1H-imidazol-1-yl)butyl]-isoindole-1,3(2H)-dione (m.p. 75°-77° C.) which was recovered by filtration. Reported procedure: A solution of cis-4b,5,9b,10-tetrahydro-8-isopropylindeno[1,2-b]indole (1.75 g, 7.0 mmol) in THF (10 cm3), was added to a suspension of sodium hydride (200 mg, 1.2 equivalents) in THF (7 cm3), at 0° C. The reaction was stirred for two hours and iodomethane (0.53 cm3, 1.2 equivalents) was added. The reaction was stirred overnight, and then quenched with a saturated solution of ammonium chloride. The organic phase was separated, and the aqueous phase extracted with diethyl ether. The combined orga... The reactants are IC (iodomethane), C(C)(C)C1=CC=2[C@@H]3[C@H](NC2C=C1)C1=CC=CC=C1C3 (cis-4b,5,9b,10-tetrahydro-8-isopropylindeno[1,2-b]indole), [H-].[Na+] (sodium hydride). The solvent is C1CCOC1 (THF), C1CCOC1 (THF). Reaction conditions: time 2 hour. The product is CN1[C@H]2[C@@H](C=3C=C(C=CC13)C(C)C)CC1=CC=CC=C12 (cis-4b,5,9b,10-Tetrahydro-5-methyl-8-iso-propylindeno[1,2-b]indole). RXN SMILES: [CH:1]([C:4]1[CH:12]=[CH:11][C:10]2[NH:9][C@@H:8]3[C:13]4[C:18]([CH2:19][C@@H:7]3[C:6]=2[CH:5]=1)=[CH:17][CH:16]=[CH:15][CH:14]=4)([CH3:3])[CH3:2].[H-].[Na+].I[CH3:23]>C1COCC1>[CH3:23][N:9]1[C:10]2[CH:11]=[CH:12][C:4]([CH:1]([CH3:3])[CH3:2])=[CH:5][C:6]=2[C@H:7]2[CH2:19][C:18]3[C:13]([C@@H:8]12)=[CH:14][CH:15]=[CH:16][CH:17]=3 |f:1.2|.